Dataset: the Open Reaction Database (ORD), a public repository of structured organic reaction records. Task: describe an organic reaction: reactants, conditions, products, and yield The reactants are C=C1CCOC1=O, CN1CCCC1=O, O=C(Nc1cccc(I)c1)C(F)(F)F, [K+], CC(=O)[O-], CC(=O)[O-], CC(=O)[O-], [Pd+2]. Yields the product O=C1OCCC1=Cc1cccc(NC(=O)C(F)(F)F)c1. Reaction SMILES: [CH2:15]=[C:16]1[C:17](=[O:21])[O:18][CH2:19][CH2:20]1.[CH3:27][N:28]1[CH2:29][CH2:30][CH2:31][C:32]1=[O:33].[F:1][C:2]([C:3](=[O:4])[NH:5][c:6]1[cH:7][c:8]([I:12])[cH:9][cH:10][cH:11]1)([F:13])[F:14].[K+:26].[O-:22][C:23]([CH3:24])=[O:25].[O-:35][C:36]([CH3:37])=[O:38].[O-:39][C:40]([CH3:41])=[O:42].[Pd+2:34]>>[F:1][C:2]([C:3](=[O:4])[NH:5][c:6]1[cH:7][c:8]([CH:15]=[C:16]2[C:17](=[O:21])[O:18][CH2:19][CH2:20]2)[cH:9][cH:10][cH:11]1)([F:13])[F:14]. Starting materials: Cc1ccccc1, COc1ccc(Cl)c(Oc2c(NS(=O)(=O)c3ccc4c(c3)OCCO4)ncnc2OCCO)c1, O=C=Nc1cccnc1. Product: COc1ccc(Cl)c(Oc2c(NS(=O)(=O)c3ccc4c(c3)OCCO4)ncnc2OCCOC(=O)Nc2cccnc2)c1. Reaction SMILES: [CH3:44][c:45]1[cH:46][cH:47][cH:48][cH:49][cH:50]1.[Cl:10][c:11]1[c:12]([O:13][c:14]2[c:15]([NH:24][S:25](=[O:26])(=[O:27])[c:28]3[cH:29][c:30]4[c:31]([cH:36][cH:37]3)[O:32][CH2:33][CH2:34][O:35]4)[n:16][cH:17][n:18][c:19]2[O:20][CH2:21][CH2:22][OH:23])[cH:38][c:39]([O:42][CH3:43])[cH:40][cH:41]1.[n:1]1[cH:2][c:3]([N:7]=[C:8]=[O:9])[cH:4][cH:5][cH:6]1>>[n:1]1[cH:2][c:3]([NH:7][C:8](=[O:9])[O:23][CH2:22][CH2:21][O:20][c:19]2[c:14]([O:13][c:12]3[c:11]([Cl:10])[cH:41][cH:40][c:39]([O:42][CH3:43])[cH:38]3)[c:15]([NH:24][S:25](=[O:26])(=[O:27])[c:28]3[cH:29][c:30]4[c:31]([cH:36][cH:37]3)[O:32][CH2:33][CH2:34][O:35]4)[n:16][cH:17][n:18]2)[cH:4][cH:5][cH:6]1.